Dataset: the Open Reaction Database (ORD), a public repository of structured organic reaction records. Task: describe an organic reaction: reactants, conditions, products, and yield Reactants: ClC=1C=C(C=CC1F)NC=1C2=C(N=CN1)NC(C2)=O (4-(3-chloro-4-fluoro-phenylamino)-5,7-dihydro-pyrrolo[2,3-d]pyrimidin-6-one), C(=O)C=1NC(=CC1CCC(=O)O)C(C)C (3-(2-formyl-5-isopropyl-1H-pyrrol-3-yl)-propionic acid). The reagents and catalysts are N1CCCCC1 (piperidine). Run in C(C)O (ethanol). Run at time 2 day. Product: ClC=1C=C(C=CC1F)NC=1C2=C(N=CN1)NC(C2=CC=2NC(=CC2CCC(=O)O)C(C)C)=O (3-{2-[4-(3-Chloro-4-fluoro-phenylamino)-6-oxo-6,7-dihydro-pyrrolo[2,3-D]pyrimidin-5-ylidenemethyl]-5-isopropyl-1H-pyrrol-3-YL}-propionic Acid). Isolated yield 70.7%. As a reaction SMILES: [Cl:1][C:2]1[CH:3]=[C:4]([NH:9][C:10]2[C:11]3[CH2:18][C:17](=[O:19])[NH:16][C:12]=3[N:13]=[CH:14][N:15]=2)[CH:5]=[CH:6][C:7]=1[F:8].[CH:20]([C:22]1[NH:23][C:24]([CH:32]([CH3:34])[CH3:33])=[CH:25][C:26]=1[CH2:27][CH2:28][C:29]([OH:31])=[O:30])=O>N1CCCCC1.C(O)C>[Cl:1][C:2]1[CH:3]=[C:4]([NH:9][C:10]2[C:11]3[C:18](=[CH:20][C:22]4[NH:23][C:24]([CH:32]([CH3:34])[CH3:33])=[CH:25][C:26]=4[CH2:27][CH2:28][C:29]([OH:31])=[O:30])[C:17](=[O:19])[NH:16][C:12]=3[N:13]=[CH:14][N:15]=2)[CH:5]=[CH:6][C:7]=1[F:8]. Procedure: A mixture of 4-(3-chloro-4-fluoro-phenylamino)-5,7-dihydro-pyrrolo[2,3-d]pyrimidin-6-one (70 mg, 0.25 mmol), 3-(2-formyl-5-isopropyl-1H-pyrrol-3-yl)-propionic acid (54.4 mg, 0.26 mmol) and piperidine (3 drops) in ethanol (2 mL) was stirred at room temperature for 2 days. The precipitate was collected by vacuum filtration, washed with water, 1N HCl, water and finally ethanol, dried in vacuum oven to give 83 mg (71%) of the title compound. 1H NMR (300 MHz, DMSO-d6) δ 13.44 (br s, 1H, NH), 12.15 (b... Reactants: CCN=C=NCCCN(C)C, CN, CCO, CN(C)C=O, CCOC(C)=O, ClCCl, O=C(O)Cc1cccc(C(F)(F)F)c1, O[SH]1C=Nc2ccccc21. The product is CNC(=O)Cc1cccc(C(F)(F)F)c1. As a reaction SMILES: [CH3:1][N:2]([CH3:3])[CH2:4][CH2:5][CH2:6][N:7]=[C:8]=[N:9][CH2:10][CH3:11].[CH3:36][NH2:37].[CH3:38][CH2:39][OH:40].[CH3:44][N:45]([CH3:46])[CH:47]=[O:48].[CH3:49][CH2:50][O:51][C:52](=[O:53])[CH3:54].[Cl:41][CH2:42][Cl:43].[F:12][C:13]([c:14]1[cH:15][c:16]([CH2:20][C:21](=[O:22])[OH:23])[cH:17][cH:18][cH:19]1)([F:24])[F:25].[OH:26][SH:27]1[c:28]2[cH:29][cH:30][cH:31][cH:32][c:33]2[N:34]=[CH:35]1>>[CH3:1][NH:2][C:21]([CH2:20][c:16]1[cH:15][c:14]([C:13]([F:12])([F:24])[F:25])[cH:19][cH:18][cH:17]1)=[O:22]. Starting materials: Cc1nc2cccc3n(CCCCCN4C(=O)c5ccccc5C4=O)c(=O)c1n23, CCO, NN, O. The product is Cc1nc2cccc3n(CCCCCN)c(=O)c1n23. Reaction SMILES: [CH3:1][c:2]1[n:3][c:4]2[n:5]3[c:6]1[c:7](=[O:29])[n:8]([CH2:13][CH2:14][CH2:15][CH2:16][CH2:17][N:18]1[C:19](=[O:20])[c:21]4[cH:22][cH:23][cH:24][cH:25][c:26]4[C:27]1=[O:28])[c:9]3[cH:10][cH:11][cH:12]2.[CH3:33][CH2:34][OH:35].[NH2:31][NH2:32].[OH2:30]>>[CH3:1][c:2]1[n:3][c:4]2[n:5]3[c:6]1[c:7](=[O:29])[n:8]([CH2:13][CH2:14][CH2:15][CH2:16][CH2:17][NH2:18])[c:9]3[cH:10][cH:11][cH:12]2. The reactants are CCOC(=O)C(Cc1cccc2ccccc12)C(=O)OCC, N#CCCl, [H-], [Na+], CN(C)C=O. The product is CCOC(=O)C(CC#N)(Cc1cccc2ccccc12)C(=O)OCC. Reaction SMILES: [CH2:1]([CH3:2])[O:3][C:4]([CH:5]([C:6](=[O:7])[O:8][CH2:9][CH3:10])[CH2:11][c:12]1[cH:13][cH:14][cH:15][c:16]2[cH:17][cH:18][cH:19][cH:20][c:21]12)=[O:22].[Cl:23][CH2:24][C:25]#[N:26].[H-:27].[Na+:28].[O:29]=[CH:30][N:31]([CH3:32])[CH3:33]>>[CH2:1]([CH3:2])[O:3][C:4]([C:5]([C:6](=[O:7])[O:8][CH2:9][CH3:10])([CH2:11][c:12]1[cH:13][cH:14][cH:15][c:16]2[cH:17][cH:18][cH:19][cH:20][c:21]12)[CH2:24][C:25]#[N:26])=[O:22]. Reactants: C1=CC=CC=2C3=CC=CC=C3C(C12)COC(=O)N1C[C@@H](C[C@@H](C1)C(N(CC1=CN(C2=CC=CC=C12)CCCOC)C1CC1)=O)N ((3R*,5S*)-3-amino-5-{cyclopropyl-[1-(3-methoxy-propyl)-1H-indol-3-yl-methyl]-carbamoyl}-piperidine-1-carboxylic acid 9H-fluoren-9-ylmethyl ester), C1=CC=CC=2C3=CC=CC=C3C(C12)COC(=O)N1C[C@@H](C[C@@H](C1)C(N(CC1=CN(C2=CC=CC=C12)CCCOC)C1CC1)=O)N ((3R*,5S*)-3-amino-5-{cyclopropyl-[1-(3-methoxy-propyl)-1H-indol-3-yl-methyl]-carbamoyl}-piperidine-1-carboxylic acid 9H-fluoren-9-ylmethyl ester), C(C)N(C(C)C)C(C)C (N-ethyldiisopropylamine), ClC(=O)OCC(C)(C)C (neopentyl chloroformate). Reagents/catalysts: CN(C1=CC=NC=C1)C (4-dimethylaminopyridine). Solvent: C(Cl)Cl (CH2Cl2), C(Cl)Cl (CH2Cl2). Run at time 14 hour. Yields the product CC(COC(N[C@H]1CNC[C@H](C1)C(N(CC1=CN(C2=CC=CC=C12)CCCOC)C1CC1)=O)=O)(C)C (((3R*,5S*)-5-{Cyclopropyl-[1-(3-methoxy-propyl)-1H-indol-3-ylmethyl]-carbamoyl}-piperidin-3-yl)-carbamic acid 2,2-dimethyl-propyl ester). As a reaction SMILES: C1C2C(COC([N:18]3[CH2:23][C@@H:22]([C:24](=[O:44])[N:25]([CH:41]4[CH2:43][CH2:42]4)[CH2:26][C:27]4[C:35]5[C:30](=[CH:31][CH:32]=[CH:33][CH:34]=5)[N:29]([CH2:36][CH2:37][CH2:38][O:39][CH3:40])[CH:28]=4)[CH2:21][C@@H:20]([NH2:45])[CH2:19]3)=O)C3C(=CC=CC=3)C=2C=CC=1.C(N(C(C)C)C(C)C)C.Cl[C:56]([O:58][CH2:59][C:60]([CH3:63])([CH3:62])[CH3:61])=[O:57]>CN(C)C1C=CN=CC=1.C(Cl)Cl>[CH3:61][C:60]([CH3:63])([CH3:62])[CH2:59][O:58][C:56](=[O:57])[NH:45][C@@H:20]1[CH2:21][C@H:22]([C:24](=[O:44])[N:25]([CH:41]2[CH2:43][CH2:42]2)[CH2:26][C:27]2[C:35]3[C:30](=[CH:31][CH:32]=[CH:33][CH:34]=3)[N:29]([CH2:36][CH2:37][CH2:38][O:39][CH3:40])[CH:28]=2)[CH2:23][NH:18][CH2:19]1. Procedure details: To a mixture of (3R*,5S*)-3-amino-5-{cyclopropyl-[1-(3-methoxy-propyl)-1H-indol-3-yl-methyl]-carbamoyl}-piperidine-1-carboxylic acid 9H-fluoren-9-ylmethyl ester (121.4 mg, 0.2 mmol) (Starting Material 6), N-ethyldiisopropylamine (171.2 μL, 1 mmol) and 4-dimethylaminopyridine (10 mg) in CH2Cl2 (3 mL), neopentyl chloroformate (52.1 μL, 0.35 mmol) is added. After stirring at RT for 14 h, the mixture is diluted with CH2Cl2. The organic layer is washed with 1N HCl and saturated NaHCO3 solution, dried... Reactants: CN1CCCC1 (N-methylpyrrolidine), COCBr (bromomethyl methyl ether). Run in CC(=O)C (acetone), O (water). Conditions: temperature 15 celsius, time 4 hour. Yields the product [Br-].COC[N+]1(CCCC1)C (N-Methoxymethyl-N-Methylpyrrolidinium Bromide). Reaction SMILES: [CH3:1][N:2]1[CH2:6][CH2:5][CH2:4][CH2:3]1.[CH3:7][O:8][CH2:9][Br:10]>CC(C)=O.O>[Br-:10].[CH3:7][O:8][CH2:9][N+:2]1([CH3:1])[CH2:6][CH2:5][CH2:4][CH2:3]1 |f:4.5|. Procedure: A 17.0 g quantity of N-methylpyrrolidine was dissolved in 160 g of dehydrated acetone (up to 0.1% in water content), followed by nitrogen replacement. To the solution was added dropwise 24.6 g of bromomethyl methyl ether (reagent, product of Tokyo Kasei Co., Ltd.) at 5° C. over a period of 1.5 hours. The mixture was stirred at 5 to not higher than 15° C. for 4 hours to terminate the reaction. The reaction mixture was filtered, and the resulting solids were washed with 160 g of acetone, and dried... The reactants are [OH-].[Na+] (NaOH), C(#N)C1=C(C=2N(N=C1)C=C(C2C)C(=O)O)NC2=CC=C(C=C2)OC2=C(C=CC=C2)OC(C)(C)C(NCCO)=O (3-Cyano-4-(4-{2-[1-(2-hydroxy-ethylcarbamoyl)-1-methyl-ethoxy]-phenoxy}-phenylamino)-5-methyl-pyrrolo[1,2-b]pyridazine-6-carboxylic Acid), CCN(C(C)C)C(C)C (DIEA), CC(C)(C)[Si](C)(C)Cl (TBSCl). Reagents/catalysts: CN(C)C=1C=CN=CC1 (DMAP). Run in C1CCOC1 (THF). Reaction conditions: time 1 hour. Yields the product C(C)(C)(C)[Si](OCCNC(=O)C(C)(OC1=C(OC2=CC=C(C=C2)NC=2C=3N(N=CC2C#N)C=C(C3C)C(=O)O)C=CC=C1)C)(C)C (4-[4-(2-{1-[2-(Tert-butyl-dimethyl-silanyloxy)-ethylcarbamoyl]-1-methyl-ethoxy}-phenoxy)-phenylamino]-3-cyano-5-methyl-pyrrolo[1,2-b]pyridazine-6-carboxylic Acid). Yield: 37.6%. Reaction SMILES: [C:1]([C:3]1[CH:8]=[N:7][N:6]2[CH:9]=[C:10]([C:13]([OH:15])=[O:14])[C:11]([CH3:12])=[C:5]2[C:4]=1[NH:16][C:17]1[CH:22]=[CH:21][C:20]([O:23][C:24]2[CH:29]=[CH:28][CH:27]=[CH:26][C:25]=2[O:30][C:31]([C:34](=[O:39])[NH:35][CH2:36][CH2:37][OH:38])([CH3:33])[CH3:32])=[CH:19][CH:18]=1)#[N:2].CCN(C(C)C)C(C)C.[CH3:49][C:50]([Si:53](Cl)([CH3:55])[CH3:54])([CH3:52])[CH3:51].[OH-].[Na+]>CN(C1C=CN=CC=1)C.C1COCC1>[C:50]([Si:53]([CH3:55])([CH3:54])[O:38][CH2:37][CH2:36][NH:35][C:34]([C:31]([CH3:33])([O:30][C:25]1[CH:26]=[CH:27][CH:28]=[CH:29][C:24]=1[O:23][C:20]1[CH:19]=[CH:18][C:17]([NH:16][C:4]2[C:5]3[N:6]([CH:9]=[C:10]([C:13]([OH:15])=[O:14])[C:11]=3[CH3:12])[N:7]=[CH:8][C:3]=2[C:1]#[N:2])=[CH:22][CH:21]=1)[CH3:32])=[O:39])([CH3:52])([CH3:51])[CH3:49] |f:3.4|. Procedure: A solution of 433F (164 mg, 0.31 mmol), DIEA (0.27 ml, 1.55 mmol), DMAP (7.6 mg, 0.062 mmol) and TBSCl (140 mg, 0.93 mmol) in THF (4 ml) was stirred under argon at rt for 2 h. 1N NaOH (0.70 ml, 0.70 mmol) was added. The resulting mixture was stirred at rt for 1 h. Removal of the solvent followed by flash chromatography of the residue of silica gel (2%-5% MeOH—CH2Cl2) gave 433G (75 mg, 38%) as a yellow oil. It has a retention time of 7.43 min (standard LC1 method, 8 min run). MS Found: (M+H)+=644... The reactants are FC(C(=O)O)(F)F.C(C)S(=O)(=O)N1CCC(CC1)C1=CNC2=C(C=C(C=C12)C1=CC(=CC(=C1)CNC[C@H]1OCCC1)F)C(=O)N (3-[1-(ethylsulfonyl)-4-piperidinyl]-5-[3-fluoro-5-({[(2S)-tetrahydro-2-furanylmethyl]amino}methyl)phenyl]-1H-indole-7-carboxamide trifluoroacetate), O1[C@@H](CCC1)CN (1-[(2S)-tetrahydro-2-furanyl]methanamine). Yields the product FC(C(=O)O)(F)F.C(C)S(=O)(=O)N1CCC(CC1)C1=CNC2=C(C=C(C=C12)C1=CC(=CC(=C1)CNC[C@@H]1OCCC1)F)C(=O)N (3-[1-(ethylsulfonyl)-4-piperidinyl]-5-[3-fluoro-5-({[(2R)-tetrahydro-2-furanylmethyl]amino}methyl)phenyl]-1H-indole-7-carboxamide trifluoroacetate). The yield is 47.4%. Reaction SMILES: [F:1][C:2]([F:7])([F:6])[C:3]([OH:5])=[O:4].[CH2:8]([S:10]([N:13]1[CH2:18][CH2:17][CH:16]([C:19]2[C:27]3[C:22](=[C:23]([C:43]([NH2:45])=[O:44])[CH:24]=[C:25]([C:28]4[CH:33]=[C:32]([CH2:34][NH:35][CH2:36][C@@H:37]5[CH2:41][CH2:40][CH2:39][O:38]5)[CH:31]=[C:30]([F:42])[CH:29]=4)[CH:26]=3)[NH:21][CH:20]=2)[CH2:15][CH2:14]1)(=[O:12])=[O:11])[CH3:9].O1CCC[C@H]1CN>>[F:1][C:2]([F:7])([F:6])[C:3]([OH:5])=[O:4].[CH2:8]([S:10]([N:13]1[CH2:14][CH2:15][CH:16]([C:19]2[C:27]3[C:22](=[C:23]([C:43]([NH2:45])=[O:44])[CH:24]=[C:25]([C:28]4[CH:33]=[C:32]([CH2:34][NH:35][CH2:36][C@H:37]5[CH2:41][CH2:40][CH2:39][O:38]5)[CH:31]=[C:30]([F:42])[CH:29]=4)[CH:26]=3)[NH:21][CH:20]=2)[CH2:17][CH2:18]1)(=[O:12])=[O:11])[CH3:9] |f:0.1,3.4|. Procedure: The title compound was prepared according to the general procedure of 3-[1-(ethylsulfonyl)-4-piperidinyl]-5-[3-fluoro-5-({[(2S)-tetrahydro-2-furanylmethyl]amino}methyl)phenyl]-1H-indole-7-carboxamide trifluoroacetate, substituting 1-[(2R)-tetrahydro-2-furanyl]methanamine (53 mg, 0.525 mmol) for 1-[(2S)-tetrahydro-2-furanyl]methanamine to afford 27.1 mg of the title compound (47.4%). Reactants: CCOC(Cc1ccc(OCc2coc(-c3ccccc3)n2)cc1C)C(=O)OC, [Li+], [OH-]. The product is CCOC(Cc1ccc(OCc2coc(-c3ccccc3)n2)cc1C)C(=O)O. RXN SMILES: [CH3:1][O:2][C:3]([CH:4]([CH2:5][c:6]1[c:7]([CH3:25])[cH:8][c:9]([O:12][CH2:13][c:14]2[n:15][c:16](-[c:19]3[cH:20][cH:21][cH:22][cH:23][cH:24]3)[o:17][cH:18]2)[cH:10][cH:11]1)[O:26][CH2:27][CH3:28])=[O:29].[Li+:31].[OH-:30]>>[O:2]=[C:3]([CH:4]([CH2:5][c:6]1[c:7]([CH3:25])[cH:8][c:9]([O:12][CH2:13][c:14]2[n:15][c:16](-[c:19]3[cH:20][cH:21][cH:22][cH:23][cH:24]3)[o:17][cH:18]2)[cH:10][cH:11]1)[O:26][CH2:27][CH3:28])[OH:29].